Dataset: the Open Reaction Database (ORD), a public repository of structured organic reaction records. Task: describe an organic reaction: reactants, conditions, products, and yield Reactants: C(C1=CC=CC=C1)OC=1C(N(C=CC1)CS(=O)(=O)C1=CC=C(C=C1)C)=O (3-Benzyloxy-1-(toluene-4-sulfonylmethyl)-1H-pyridin-2-one). Solvent: CS(=O)(=O)O (MeSO3H). The product is OC=1C(N(C=CC1)CS(=O)(=O)C1=CC=C(C=C1)C)=O (3-Hydroxy-1-(toluene-4-sulfonylmethyl)-1H-pyridin-2-one). As a reaction SMILES: C([O:8][C:9]1[C:10](=[O:26])[N:11]([CH2:15][S:16]([C:19]2[CH:24]=[CH:23][C:22]([CH3:25])=[CH:21][CH:20]=2)(=[O:18])=[O:17])[CH:12]=[CH:13][CH:14]=1)C1C=CC=CC=1>CS(O)(=O)=O>[OH:8][C:9]1[C:10](=[O:26])[N:11]([CH2:15][S:16]([C:19]2[CH:20]=[CH:21][C:22]([CH3:25])=[CH:23][CH:24]=2)(=[O:18])=[O:17])[CH:12]=[CH:13][CH:14]=1. Reported procedure: A solution of 3-benzyloxy-1-(toluene-4-sulfonylmethyl)-1H-pyridin-2-one (50 mg) from Step B in MeSO3H (1.5 mL) was stirred at room temperature for 20 min and then quenched with ice water. The solid was filtered off and washed with water. The crude product was re-dissolved in hot MeOH (1 mL) and removed un-dissolved brownish solid. The filtrate was concentrated in vacuo to give the titled compound. MS (EI) 280 (M+H)+. The reactants are O=C([O-])[O-], Cl, [Cs+], [Cs+], O=Cc1cscc1F, [Na+], OCCCC1CCCO1, [OH-], O=P(Oc1ccccc1)(Oc1ccccc1)C(Nc1ccccc1)c1ccncc1. Yields the product O=C(Cc1cscc1F)c1ccncc1. As a reaction SMILES: [C:39]([O-:40])(=[O:41])[O-:42].[ClH:45].[Cs+:43].[Cs+:44].[F:31][c:32]1[c:33]([CH:37]=[O:38])[cH:34][s:35][cH:36]1.[Na+:47].[O:48]1[CH2:49][CH2:50][CH2:51][CH:52]1[CH2:53][CH2:54][CH2:55][OH:56].[OH-:46].[c:1]1([O:2][P:3](=[O:11])([O:12][c:13]2[cH:14][cH:15][cH:16][cH:24][cH:25]2)[CH:17]([NH:4][c:5]2[cH:6][cH:7][cH:8][cH:9][cH:10]2)[c:18]2[cH:19][cH:20][n:21][cH:22][cH:23]2)[cH:26][cH:27][cH:28][cH:29][cH:30]1>>[C:17]([c:18]1[cH:19][cH:20][n:21][cH:22][cH:23]1)([CH2:37][c:33]1[c:32]([F:31])[cH:36][s:35][cH:34]1)=[O:40].